Task: describe an organic reaction: reactants, conditions, products, and yield. Dataset: the Open Reaction Database (ORD), a public repository of structured organic reaction records Starting materials: C([O-])([O-])=O.[Li+].[Li+] (lithium carbonate), ClC1=C(C#N)C=CC(=C1C#N)F (2-chloro-4-fluoroisophthalonitrile), OC(C)(C)[C@@H]1[C@@H](NCC1)C ((2S,3S)-3-(1-hydroxy-1-methylethyl)-2-methylpyrrolidine). The product is ClC1=C(C#N)C=CC(=C1C#N)N1[C@H]([C@H](CC1)C(C)(C)O)C (2-chloro-4-[(2S,3S)-3-(1-hydroxy-1-methylethyl)-2-methylpyrrolidin-1-yl]isophthalonitrile), solid. As a reaction SMILES: [Cl:1][C:2]1[C:9]([C:10]#[N:11])=[C:8](F)[CH:7]=[CH:6][C:3]=1[C:4]#[N:5].[OH:13][C:14]([C@H:17]1[CH2:21][CH2:20][NH:19][C@H:18]1[CH3:22])([CH3:16])[CH3:15].C(=O)([O-])[O-].[Li+].[Li+]>>[Cl:1][C:2]1[C:9]([C:10]#[N:11])=[C:8]([N:19]2[CH2:20][CH2:21][C@H:17]([C:14]([OH:13])([CH3:16])[CH3:15])[C@@H:18]2[CH3:22])[CH:7]=[CH:6][C:3]=1[C:4]#[N:5] |f:2.3.4|. Procedure: Using 2-chloro-4-fluoroisophthalonitrile (503 mg), (2S,3S)-3-(1-hydroxy-1-methylethyl)-2-methylpyrrolidine 1/2 oxalate (629 mg) and lithium carbonate (259 mg), the title compound was obtained as a pale-yellow solid (yield: 540 mg) by an operation similar to that in Example 3. Reactants: ClCCl, O=C(O)C(F)(F)F, Nc1nc(F)nc2nc(Cc3ccc4c(c3)OCO4)[nH]c12, O=C1CCC(=O)N1I. Yields the product Nc1nc(F)nc2nc(Cc3cc4c(cc3I)OCO4)[nH]c12. As a reaction SMILES: [Cl:37][CH2:38][Cl:39].[F:30][C:31]([F:32])([F:33])[C:34]([OH:35])=[O:36].[O:1]1[CH2:2][O:3][c:4]2[c:5]1[cH:6][cH:7][c:8]([CH2:10][c:11]1[n:12][c:13]3[n:14][c:15]([F:21])[n:16][c:17]([NH2:20])[c:18]3[nH:19]1)[cH:9]2.[O:22]=[C:23]1[N:24]([I:29])[C:25](=[O:26])[CH2:27][CH2:28]1>>[O:1]1[CH2:2][O:3][c:4]2[c:5]1[cH:6][c:7]([I:29])[c:8]([CH2:10][c:11]1[n:12][c:13]3[n:14][c:15]([F:21])[n:16][c:17]([NH2:20])[c:18]3[nH:19]1)[cH:9]2.